describe an organic reaction: reactants, conditions, products, and yield From a dataset of the Open Reaction Database (ORD), a public repository of structured organic reaction records. Reactants: ClC1=NC=C(C=C1)C(C)N (1-(2-chloro-5-pyridyl)ethylamine), CSC(=C[N+](=O)[O-])SC (1,1-bis-methylthio-2-nitroethylene), mercaptan. The yield is 40.2%. Reported procedure: A mixture of 1-(2-chloro-5-pyridyl)ethylamine (4.7 g), 1,1-bis-methylthio-2-nitroethylene (5.0 g) and ethanol (50 ml) was refluxed under heating until the generation of mercaptan ceased. Then, theethanol was distilled off from the mixture under reduced pressure and the resulting residue was purified on a chromatographic column (the eluent mixture=ethanol+chloroform) to obtain the desired 1-{1-(2-chloro-5-pyridyl)ethylamino}-1-methylthio-2-nitroethylene (3.3 g) having a melting point in the range... Run in C(C)O (ethanol). The product is ClC1=NC=C(C=C1)C(C)NC(=C[N+](=O)[O-])SC (1-{1-(2-chloro-5-pyridyl)ethylamino}-1-methylthio-2-nitroethylene). Reaction SMILES: [Cl:1][C:2]1[CH:7]=[CH:6][C:5]([CH:8]([NH2:10])[CH3:9])=[CH:4][N:3]=1.[CH3:11][S:12][C:13](SC)=[CH:14][N+:15]([O-:17])=[O:16]>C(O)C>[Cl:1][C:2]1[CH:7]=[CH:6][C:5]([CH:8]([NH:10][C:13]([S:12][CH3:11])=[CH:14][N+:15]([O-:17])=[O:16])[CH3:9])=[CH:4][N:3]=1. Starting materials: FC1=CC=C(N)C=C1 (4-fluoroaniline), N1=CC=CC=C1 (pyridine), C1(=CC=CC=C1)N(C(=O)Cl)C1=CC=CC=C1 (diphenylcarbamoyl chloride), O (water), N,N-dimethylaminopyridine. The solvent is C(C)(=O)OCC (ethyl acetate). Conditions: time 10 hour. Product: C1(=CC=CC=C1)N(C(=O)NC1=CC=C(C=C1)F)C1=CC=CC=C1 (N,N-diphenyl-N′-4-fluorophenylurea). Yield: 69.6%. As a reaction SMILES: [F:1][C:2]1[CH:8]=[CH:7][C:5]([NH2:6])=[CH:4][CH:3]=1.N1C=CC=CC=1.[C:15]1([N:21]([C:25]2[CH:30]=[CH:29][CH:28]=[CH:27][CH:26]=2)[C:22](Cl)=[O:23])[CH:20]=[CH:19][CH:18]=[CH:17][CH:16]=1.O>C(OCC)(=O)C>[C:15]1([N:21]([C:25]2[CH:30]=[CH:29][CH:28]=[CH:27][CH:26]=2)[C:22]([NH:6][C:5]2[CH:7]=[CH:8][C:2]([F:1])=[CH:3][CH:4]=2)=[O:23])[CH:16]=[CH:17][CH:18]=[CH:19][CH:20]=1. Procedure details: To a solution of 4-fluoroaniline (0.2 g) in dichlbromethane (10 ml) were added in turn pyridine (0.19 ml) and diphenylcarbamoyl chloride (0.417 g) at 0° C. The mixture was allowed to warm to ambient temperature and stirred for 10 hours, and to the mixture was added N,N-dimethylaminopyridine (0.22 g), and the mixture was allowed to stir for another 1 hour. The reaction mixture was taken up into a mixture of water and ethyl acetate. The separated organic layer was washed in turn with hydrochloric ... Starting materials: B(OC)(OC)OC (trimethyl borate), C1(=CC=CC=C1)OC (Anisole), Cl (HCl). Solvent: C1CCOC1 (THF). Run at temperature -78 celsius. Yields the product COC1=C(C=CC=C1)B(O)O (2-methoxybenzeneboronic acid). The yield is 93.9%. As a reaction SMILES: [C:1]1([O:7][CH3:8])[CH:6]=[CH:5][CH:4]=[CH:3][CH:2]=1.[B:9](OC)([O:12]C)[O:10]C.Cl>C1COCC1>[CH3:8][O:7][C:1]1[CH:6]=[CH:5][CH:4]=[CH:3][C:2]=1[B:9]([OH:12])[OH:10]. Reported procedure: Part B: Anisole (1.0 g, 9.25 mmol) was dissolved in dry THF (40 ml) in a dry 100 ml flask flushed with nitrogen and cooled to -78° C. n-Butyl lithium (5.8 ml of a 1.9M solution in hexanes, 11.1 mmol) was added then the cooling bath was exchanged for an ice-water bath. The reaction was stirred for an hour at 0° C. then trimethyl borate (1.26 ml, 10 mmol) was added and the mixture was stirred at room temperature overnight. The reaction mixture was treated with 2N aqueous HCl to pH 3 and mixed well...